Task: describe an organic reaction: reactants, conditions, products, and yield. Dataset: the Open Reaction Database (ORD), a public repository of structured organic reaction records Reactants: IC1=CC(=C(N)C=C1)CCC (4-Iodo-2-n-propylaniline), chloromethyl, [N-]=C=S (isothiocyanate), IC1=CC(=C(C=C1)N=C=S)CCC (4-iodo-2-n-propylphenyl isothiocyanate), NC1(CCCC1)CO (1-amino-1-(hydroxymethyl)cyclopentane). Product: IC1=CC(=C(C=C1)N=C1NC2(CS1)CCCC2)CCC (2-(4-iodo-2-propylphenylimino)-3-thia-1-azaspiro[4.4]nonane). RXN SMILES: [I:1][C:2]1[CH:8]=[CH:7][C:5]([NH2:6])=[C:4]([CH2:9][CH2:10][CH3:11])[CH:3]=1.IC1C=[CH:17][C:16]([N:19]=[C:20]=[S:21])=[C:15]([CH2:22][CH2:23][CH3:24])C=1.NC1(CO)CCCC1.[N-]=C=S>>[I:1][C:2]1[CH:8]=[CH:7][C:5]([N:6]=[C:20]2[S:21][CH2:17][C:16]3([CH2:15][CH2:22][CH2:23][CH2:24]3)[NH:19]2)=[C:4]([CH2:9][CH2:10][CH3:11])[CH:3]=1. Procedure details: 4-Iodo-2-n-propylaniline was converted into 4-iodo-2-n-propylphenyl isothiocyanate in a manner analogous to Method A2b. Concurrently, 1-amino-1-(hydroxymethyl)cyclopentane was converted to the chloromethyl analogue, then reacted with the isothiocyanate in a manner analogous to Method C2a to give 2-(4-iodo-2-propylphenylimino)-3-thia-1-azaspiro[4.4]nonane. A slurry of 2-(4-iodo-2-propylphenylimino)-3-thia-1-azaspiro[4.4]nonane (0.54 g, 1.35 mmol) and CuCN (0.24 g, 2.70 mmol) in DMF (4 mL) was hea...